Dataset: the Open Reaction Database (ORD), a public repository of structured organic reaction records. Task: describe an organic reaction: reactants, conditions, products, and yield Starting materials: NC1[C@@H]2N(C(=C(CS2)CSC)C(=O)OC(C2=CC=CC=C2)C2=CC=CC=C2)C1=O (benzhydryl 7-amino-3-methylthiomethyl-3-cephem-4-carboxylate), C[Si](C)(C)CC(=O)N (trimethylsilylacetamide), resultant solution, C(=O)NC=1SC=C(N1)C(C(=O)O)=NOCC(=O)OC(C)(C)C (2-(2-formamidothiazol-4-yl)-2-tert-butoxycarbonylmethoxyiminoacetic acid), C[N+](=CCl)C.[Cl-] (Vilsmeier reagent), P(=O)(Cl)(Cl)Cl (phosphorus oxychloride). The solvent is O1CCCC1 (tetrahydrofuran), C(Cl)Cl (methylene chloride), C(C)(=O)OCC (ethyl acetate), O (Water), CN(C=O)C (N,N-dimethylformamide). Yields the product C(=O)NC=1SC=C(N1)C(C(=O)NC1[C@@H]2N(C(=C(CS2)CSC)C(=O)OC(C2=CC=CC=C2)C2=CC=CC=C2)C1=O)=NOCC(=O)OC(C)(C)C (benzhydryl 7-[2-(2-formamidothiazol-4-yl)-2-tert-butoxycarbonylmethoxyiminoacetamido]-3-methylthiomethyl-3-cephem-4-carboxylate). Yield: 99.2%. RXN SMILES: C[N+](C)=CCl.[Cl-].P(Cl)(Cl)(Cl)=O.[CH:12]([NH:14][C:15]1[S:16][CH:17]=[C:18]([C:20](=[N:24][O:25][CH2:26][C:27]([O:29][C:30]([CH3:33])([CH3:32])[CH3:31])=[O:28])[C:21]([OH:23])=O)[N:19]=1)=[O:13].[NH2:34][CH:35]1[C:61](=[O:62])[N:37]2[C:38]([C:45]([O:47][CH:48]([C:55]3[CH:60]=[CH:59][CH:58]=[CH:57][CH:56]=3)[C:49]3[CH:54]=[CH:53][CH:52]=[CH:51][CH:50]=3)=[O:46])=[C:39]([CH2:42][S:43][CH3:44])[CH2:40][S:41][C@H:36]12.C[Si](CC(N)=O)(C)C>O1CCCC1.C(Cl)Cl.C(OCC)(=O)C.O.CN(C)C=O>[CH:12]([NH:14][C:15]1[S:16][CH:17]=[C:18]([C:20](=[N:24][O:25][CH2:26][C:27]([O:29][C:30]([CH3:33])([CH3:32])[CH3:31])=[O:28])[C:21]([NH:34][CH:35]2[C:61](=[O:62])[N:37]3[C:38]([C:45]([O:47][CH:48]([C:55]4[CH:56]=[CH:57][CH:58]=[CH:59][CH:60]=4)[C:49]4[CH:54]=[CH:53][CH:52]=[CH:51][CH:50]=4)=[O:46])=[C:39]([CH2:42][S:43][CH3:44])[CH2:40][S:41][C@H:36]23)=[O:23])[N:19]=1)=[O:13] |f:0.1|. Reported procedure: Vilsmeier reagent prepared from phosphorus oxychloride (1.23 ml) and N,N-dimethylformamide (1.1 ml) was suspended in dry tetrahydrofuran (40 ml). To the suspension was added 2-(2-formamidothiazol-4-yl)-2-tert-butoxycarbonylmethoxyiminoacetic acid (syn isomer) (4.0 g) under ice-cooling with stirring, and the mixture was stirred at the same temperature for 50 minutes to prepare the activated acid solution. On the other hand, benzhydryl 7-amino-3-methylthiomethyl-3-cephem-4-carboxylate (4.66 g) and... The reactants are CC(C)OC(=O)/N=N/C(=O)OC(C)C (DIAD), BrC=1C=NNC1 (4-bromopyrazole), OC1CN(CCC1)C(=O)OC(C)(C)C (3-hydroxy-1-tert-butoxycarbonylpiperidine), C1(=CC=CC=C1)P(C1=CC=CC=C1)C1=CC=CC=C1 (triphenylphosphine). Run in C1CCOC1 (THF). Conditions: time 8 hour. The product is BrC=1C=NN(C1)C1CN(CCC1)C(=O)OC(C)(C)C (4-Bromo-1-(1-tert-butoxycarbonylpiperidin-3-yl)-1H-pyrazole). Isolated yield 88.4%. RXN SMILES: CC(OC(/N=N/C(OC(C)C)=O)=O)C.[Br:15][C:16]1[CH:17]=[N:18][NH:19][CH:20]=1.O[CH:22]1[CH2:27][CH2:26][CH2:25][N:24]([C:28]([O:30][C:31]([CH3:34])([CH3:33])[CH3:32])=[O:29])[CH2:23]1.C1(P(C2C=CC=CC=2)C2C=CC=CC=2)C=CC=CC=1>C1COCC1>[Br:15][C:16]1[CH:17]=[N:18][N:19]([CH:26]2[CH2:27][CH2:22][CH2:23][N:24]([C:28]([O:30][C:31]([CH3:34])([CH3:33])[CH3:32])=[O:29])[CH2:25]2)[CH:20]=1. Procedure details: DIAD (1.18 ml, 6.0 ml) was added dropwise to a solution of 4-bromopyrazole (0.74 g, 5.0 mmol), 3-hydroxy-1-tert-butoxycarbonylpiperidine (1.00 g, 5.0 mmol) and triphenylphosphine (1.57 g, 6.0 mmol) in THF (50 ml) at 0° C. The mixture was allowed to warm to room temperature and stirred overnight. The reaction was partitioned between water and ethyl acetate. The organic fractions were washed with water and brine, dried (MgSO4), filtered and concentrated under reduced pressure. The residue was puri... Starting materials: [I-].C(C)(C)(C)OC(CCC(=O)OCOC1=C2C(=[O+]C(=C1)N1CCOCC1)C(=CS2)C2=CC1=C(OCCO1)C=C2)=O (7-((4-tert-Butoxy-4-oxobutanoyloxy)methoxy)-3-(2,3-dihydrobenzo[b][1,4]dioxin-6-yl)-5-morpholinothieno[3,2-b]pyran-4-ium iodide), Cl (hydrochloric acid), S(=O)(Cl)Cl (thionyl chloride). Run in ClCCl (dichloromethane). Run at time 30 minute. The product is [Cl-].ClC(CCC(=O)OCOC1=C2C(=[O+]C(=C1)N1CCOCC1)C(=CS2)C2=CC1=C(OCCO1)C=C2)=O (7-((4-chloro-4-oxobutanoyloxy)methoxy)-3-(2,3-dihydrobenzo[b][1,4]dioxin-6-yl)-5-morpholinothieno[3,2-b]pyran-4-ium chloride). Isolated yield 134.9%. As a reaction SMILES: [I-].C([O:6][C:7](=O)[CH2:8][CH2:9][C:10]([O:12][CH2:13][O:14][C:15]1[CH:20]=[C:19]([N:21]2[CH2:26][CH2:25][O:24][CH2:23][CH2:22]2)[O+:18]=[C:17]2[C:27]([C:30]3[CH:39]=[CH:38][C:33]4[O:34][CH2:35][CH2:36][O:37][C:32]=4[CH:31]=3)=[CH:28][S:29][C:16]=12)=[O:11])(C)(C)C.[ClH:41].S(Cl)([Cl:44])=O>ClCCl>[Cl-:44].[Cl:41][C:7](=[O:6])[CH2:8][CH2:9][C:10]([O:12][CH2:13][O:14][C:15]1[CH:20]=[C:19]([N:21]2[CH2:26][CH2:25][O:24][CH2:23][CH2:22]2)[O+:18]=[C:17]2[C:27]([C:30]3[CH:39]=[CH:38][C:33]4[O:34][CH2:35][CH2:36][O:37][C:32]=4[CH:31]=3)=[CH:28][S:29][C:16]=12)=[O:11] |f:0.1,5.6|. Procedure details: A vial was charged with a magnetic stirring bar, 7-((4-tert-butoxy-4-oxobutanoyloxy)methoxy)-3-(2,3-dihydrobenzo[b][1,4]dioxin-6-yl)-5-morpholinothieno[3,2-b]pyran-4-ium iodide (81) (1.02 g, 1.49 mmol), dichloromethane (4.7 mL) and hydrochloric acid (4 M in dioxane, 1.49 mL, 5.95 mmol). The solution was magnetically stirred at room temperature for 30 minutes. The reaction was charged with thionyl chloride (1.63 mL, 2.98 mmol) and stirred at room temperature overnight. The reaction solution was c... Reactants: O=C([O-])[O-], CS(=O)(=O)OCCCC1CCN(CCCOc2ccc(C#N)cc2)CC1, CS(C)=O, [K+], [K+], O, N#Cc1ccc(O)cc1. Product: N#Cc1ccc(OCCCC2CCN(CCCOc3ccc(C#N)cc3)CC2)cc1. Reaction SMILES: [C:27](=[O:28])([O-:29])[O-:30].[CH3:1][S:2](=[O:3])(=[O:4])[O:5][CH2:6][CH2:7][CH2:8][CH:9]1[CH2:10][CH2:11][N:12]([CH2:15][CH2:16][CH2:17][O:18][c:19]2[cH:20][cH:21][c:22]([C:25]#[N:26])[cH:23][cH:24]2)[CH2:13][CH2:14]1.[CH3:43][S:44]([CH3:45])=[O:46].[K+:31].[K+:32].[OH2:42].[OH:33][c:34]1[cH:35][cH:36][c:37]([C:40]#[N:41])[cH:38][cH:39]1>>[O:5]([CH2:6][CH2:7][CH2:8][CH:9]1[CH2:10][CH2:11][N:12]([CH2:15][CH2:16][CH2:17][O:18][c:19]2[cH:20][cH:21][c:22]([C:25]#[N:26])[cH:23][cH:24]2)[CH2:13][CH2:14]1)[c:34]1[cH:35][cH:36][c:37]([C:40]#[N:41])[cH:38][cH:39]1. Reactants: Cl (HCl), CC1(C=2C=C3C(=CC2C(CC1)(C)C)C(=NC1=C(N3)C=CC=C1)C1=CC=C(C(=O)O)C=C1)C (4-(7,7,10,10-Tetramethyl-7,8,9,10-tetrahydro-5H-5,13-diazabenzo[4,5]cyclohepta[1,2-b]naphthalen-12-yl)benzoic Acid), N1=CC=CC=C1 (pyridine), C(C)(=O)Cl (acetyl chloride). The solvent is C(Cl)Cl (CH2Cl2). Run at time 6 hour. Product: C(C)(=O)N1C2=C(N=C(C3=CC=4C(CCC(C4C=C31)(C)C)(C)C)C3=CC=C(C(=O)O)C=C3)C=CC=C2 (4-(5-Acetyl-7,7,10,10-tetramethyl-7,8,9,10-tetrahydro-5H-5,13-diazabenzo[4,5]-cyclohepta[1,2-b]naphthalen-12-yl)benzoic Acid). As a reaction SMILES: [CH3:1][C:2]1([CH3:32])[CH2:11][CH2:10][C:9]([CH3:13])([CH3:12])[C:8]2[CH:7]=[C:6]3[C:14]([C:23]4[CH:31]=[CH:30][C:26]([C:27]([OH:29])=[O:28])=[CH:25][CH:24]=4)=[N:15][C:16]4[CH:22]=[CH:21][CH:20]=[CH:19][C:17]=4[NH:18][C:5]3=[CH:4][C:3]1=2.N1C=CC=CC=1.[C:39](Cl)(=[O:41])[CH3:40].Cl>C(Cl)Cl>[C:39]([N:18]1[C:5]2[C:6](=[CH:7][C:8]3[C:9]([CH3:12])([CH3:13])[CH2:10][CH2:11][C:2]([CH3:32])([CH3:1])[C:3]=3[CH:4]=2)[C:14]([C:23]2[CH:24]=[CH:25][C:26]([C:27]([OH:29])=[O:28])=[CH:30][CH:31]=2)=[N:15][C:16]2[CH:22]=[CH:21][CH:20]=[CH:19][C:17]1=2)(=[O:41])[CH3:40]. Reported procedure: A solution 4-(7,7,10,10-tetramethyl-7,8,9,10-tetrahydro-5H-5,13-diazabenzo[4,5]-cyclohepta[1,2-b]naphthalen-12-yl)benzoic acid (27) (0.47 mmol) and pyridine (1.2 mmol) in CH2Cl2 (4 mL) is treated with acetyl chloride (1.0 mmol) and stirred at room temperature for 6 h. The mixture is poured into 1 N HCl and extracted with EtOAc. The extract is washed with brine, dried over MgSO4 and evaporated in vacuo. The resulting solid is purified by reversed-phase HPLC (0.1% TFA, 30-100% gradient CH3CN) to g... The reactants are C(C)(=O)C=1C(NC2=CC3=C(C=C2C1O)C=CC=C3)=O (3-acetyl-4-hydroxybenzo[g]quinolin-2(1H)-one), NN (hydrazine). The reagents and catalysts are Cl (HCl). Solvent: CC(=O)N(C)C (DMA). Run at temperature 140 celsius. Product: CC=1NN=C2C1C(NC=1C=C3C(=CC21)C=CC=C3)=O (3-methyl-2,5-dihydro-4H-benzo[g]pyrazolo[4,3-c]quinolin-4-one). Reaction SMILES: [C:1]([C:4]1[C:5](=[O:19])[NH:6][C:7]2[C:12]([C:13]=1O)=[CH:11][C:10]1[CH:15]=[CH:16][CH:17]=[CH:18][C:9]=1[CH:8]=2)(=O)[CH3:2].[NH2:20][NH2:21]>Cl.CC(N(C)C)=O>[CH3:2][C:1]1[NH:20][N:21]=[C:13]2[C:12]3[CH:11]=[C:10]4[CH:15]=[CH:16][CH:17]=[CH:18][C:9]4=[CH:8][C:7]=3[NH:6][C:5](=[O:19])[C:4]=12. Procedure details: A mixture of 3-acetyl-4-hydroxybenzo[g]quinolin-2(1H)-one (1-4) (3.95 g, 15.6 mmol, 1.0 equiv), hydrazine (0.74 ml, 0.75 g, 23.4 mmol, 1.5 equiv), and catalytic conc. HCl (2 drops) in DMA (30 ml) were heated to 140° C. under nitrogen for 55 hours. The solution was cooled and the solid precipitate was filtered, washed with methanol (100 ml×3), and dried to yield 3-methyl-2,5-dihydro-4H-benzo[g]pyrazolo[4,3-c]quinolin-4-one (1-5) as a tan solid. 1H NMR (500 MHz, DMSO-d6)) δ 11.14 (s, 1H), 8.61 (s,... Starting materials: COC1=C(C(=O)OC)C=CC=C1OCCOC (methyl 2-(methyloxy)-3-{[2-(methyloxy)ethyl]oxy}benzoate), [H-].[Al+3].[Li+].[H-].[H-].[H-] (lithium aluminum hydride), O1CCCC1 (tetrahydrofuran). Conditions: time 1 hour. Yields the product COC1=C(C=CC=C1OCCOC)CO ((2-(methyloxy)-3-{[2-(methyloxy)ethyl]oxy}phenyl)methanol). The yield is 73.9%. RXN SMILES: [CH3:1][O:2][C:3]1[C:12]([O:13][CH2:14][CH2:15][O:16][CH3:17])=[CH:11][CH:10]=[CH:9][C:4]=1[C:5](OC)=[O:6].[H-].[Al+3].[Li+].[H-].[H-].[H-].O1CCCC1>>[CH3:1][O:2][C:3]1[C:12]([O:13][CH2:14][CH2:15][O:16][CH3:17])=[CH:11][CH:10]=[CH:9][C:4]=1[CH2:5][OH:6] |f:1.2.3.4.5.6|. Procedure details: To a solution of methyl 2-(methyloxy)-3-{[2-(methyloxy)ethyl]oxy}benzoate (0.54 g, 2.3 mmol) at 0° C. was added a solution of lithium aluminum hydride in tetrahydrofuran (1M, 2.8 mL, 2.8 mmol) and the resulting mixture was stirred for one hour. It was then quenched with ethyl acetate (1 mL) and 5% sodium hydroxide solution (1 mL), diluted with ether (100 mL), and filtered. The filtrate was washed water and brine (100 mL each), dried over sodium sulfate, filtered and concentrated to give (2-(meth...